From a dataset of the Open Reaction Database (ORD), a public repository of structured organic reaction records. describe an organic reaction: reactants, conditions, products, and yield Starting materials: CCOc1cc(NC(=O)OC(C)(C)C)c(NC(=O)CC(=O)c2cccc(-c3ccnc(CC)c3)c2)cc1C(F)(F)F, ClCCl, O=C(O)C(F)(F)F. The product is CCOc1cc2c(cc1C(F)(F)F)NC(=O)CC(c1cccc(-c3ccnc(CC)c3)c1)=N2. Reaction SMILES: [C:1]([O:2][C:3](=[O:4])[NH:7][c:8]1[c:9]([NH:21][C:22]([CH2:23][C:24](=[O:5])[c:26]2[cH:27][c:28](-[c:32]3[cH:33][c:34]([CH2:38][CH3:39])[n:35][cH:36][cH:37]3)[cH:29][cH:30][cH:31]2)=[O:40])[cH:10][c:11]([C:17]([F:18])([F:19])[F:20])[c:12]([O:14][CH2:15][CH3:16])[cH:13]1)([CH3:6])([CH3:25])[CH3:41].[Cl:49][CH2:50][Cl:51].[F:42][C:43]([F:44])([F:45])[C:46]([OH:47])=[O:48]>>[N:7]1=[C:24]([c:26]2[cH:27][c:28](-[c:32]3[cH:33][c:34]([CH2:38][CH3:39])[n:35][cH:36][cH:37]3)[cH:29][cH:30][cH:31]2)[CH2:23][C:22](=[O:40])[NH:21][c:9]2[c:8]1[cH:13][c:12]([O:14][CH2:15][CH3:16])[c:11]([C:17]([F:18])([F:19])[F:20])[cH:10]2. The reactants are COC1=CC=C(CNC(OC(C)(C)C)=O)C=C1 (tert-butyl (4-methoxybenzyl)carbamate), C(C)(C)P(C=C)(C(C)C)=O (diisopropyl(vinyl)phosphine oxide), [H-].[Na+] (NaH). The solvent is C1CCOC1 (THF), C1CCOC1 (THF), C1CCOC1 (THF). Conditions: temperature 0 celsius, time 30 minute. The product is C(C)(C)P(=O)(C(C)C)CCN(C(OC(C)(C)C)=O)CC1=CC=C(C=C1)OC (tert-Butyl [2-(diisopropylphosphoryl)ethyl](4-methoxybenzyl)carbamate). As a reaction SMILES: [H-].[Na+].[CH3:3][O:4][C:5]1[CH:19]=[CH:18][C:8]([CH2:9][NH:10][C:11](=[O:17])[O:12][C:13]([CH3:16])([CH3:15])[CH3:14])=[CH:7][CH:6]=1.[CH:20]([P:23](=[O:29])([CH:26]([CH3:28])[CH3:27])[CH:24]=[CH2:25])([CH3:22])[CH3:21]>C1COCC1>[CH:20]([P:23]([CH2:24][CH2:25][N:10]([CH2:9][C:8]1[CH:18]=[CH:19][C:5]([O:4][CH3:3])=[CH:6][CH:7]=1)[C:11](=[O:17])[O:12][C:13]([CH3:16])([CH3:14])[CH3:15])([CH:26]([CH3:28])[CH3:27])=[O:29])([CH3:22])[CH3:21] |f:0.1|. Reported procedure: To a suspension of NaH (60%, 157 mg, 3.93 mmol) in THF (5 mL) at 0° C. was added tert-butyl (4-methoxybenzyl)carbamate (889 mg, 3.75 mmol) in THF (5 mL). After stirring for 30 minutes at 0° C., diisopropyl(vinyl)phosphine oxide (300 mg, 1.873 mmol) in THF (3 mL) was added. The reaction was allowed to slowly warn to room temperature and subsequently heated to 60° C. for 3 h. The mixture was quenched with saturated NH4Cl and extracted with EtOAc (2×). The combined organic layers were washed with b... Reactants: [N+](=O)([O-])C1=CC=C(OCCOC2=C(C=CC=C2)C(C(=O)O)C)C=C1 (2-[2-(4-nitrophenoxy)ethoxy]phenylpropanoic acid), [H][H] (hydrogen). The reagents and catalysts are [Pd] (palladium-on-charcoal). Solvent: O1CCCC1 (tetrahydrofuran). Yields the product NC1=CC=C(OCCOC2=C(C=CC=C2)C(C(=O)O)C)C=C1 (2-[2-(4-Aminophenoxy)ethoxy]phenylpropanoic acid). As a reaction SMILES: [N+:1]([C:4]1[CH:24]=[CH:23][C:7]([O:8][CH2:9][CH2:10][O:11][C:12]2[CH:17]=[CH:16][CH:15]=[CH:14][C:13]=2[CH:18]([CH3:22])[C:19]([OH:21])=[O:20])=[CH:6][CH:5]=1)([O-])=O.[H][H]>[Pd].O1CCCC1>[NH2:1][C:4]1[CH:5]=[CH:6][C:7]([O:8][CH2:9][CH2:10][O:11][C:12]2[CH:17]=[CH:16][CH:15]=[CH:14][C:13]=2[CH:18]([CH3:22])[C:19]([OH:21])=[O:20])=[CH:23][CH:24]=1. Reported procedure: 8.4 g (0.025 M) of 2-[2-(4-nitrophenoxy)ethoxy]phenylpropanoic acid and 0.9 g of wet 10% palladium-on-charcoal are added to 60 ml of tetrahydrofuran in a 500 ml reactor. The reaction medium is then stirred vigorously for 3 hours under ambient pressure of hydrogen: exothermicity is observed and the temperature of the reaction medium rises to 40° C. Reactants: CC1=C(C(=NC(=N1)C1=CC=CC=C1)C1=CC(=CC=C1)[N+](=O)[O-])CN1CCN(CC1)C=O (6-methyl-5-(4-formylpiperazin-1-ylmethyl)-4-(3-nitrophenyl)-2-phenylpyrimidine), Cl (hydrochloric acid). Run in CO (methyl alcohol). Conditions: temperature 10 celsius, time 2 hour. Yields the product Cl.CC1=C(C(=NC(=N1)C1=CC=CC=C1)C1=CC(=CC=C1)[N+](=O)[O-])CN1CCN(CC1)C=O (6-methyl-5-(4-formylpiperazin-1-ylmethyl)-4-(3-nitrophenyl)-2-phenylpyrimidine hydrochloride). RXN SMILES: [CH3:1][C:2]1[N:7]=[C:6]([C:8]2[CH:13]=[CH:12][CH:11]=[CH:10][CH:9]=2)[N:5]=[C:4]([C:14]2[CH:19]=[CH:18][CH:17]=[C:16]([N+:20]([O-:22])=[O:21])[CH:15]=2)[C:3]=1[CH2:23][N:24]1[CH2:29][CH2:28][N:27]([CH:30]=[O:31])[CH2:26][CH2:25]1.[ClH:32]>CO>[ClH:32].[CH3:1][C:2]1[N:7]=[C:6]([C:8]2[CH:13]=[CH:12][CH:11]=[CH:10][CH:9]=2)[N:5]=[C:4]([C:14]2[CH:19]=[CH:18][CH:17]=[C:16]([N+:20]([O-:22])=[O:21])[CH:15]=2)[C:3]=1[CH2:23][N:24]1[CH2:29][CH2:28][N:27]([CH:30]=[O:31])[CH2:26][CH2:25]1 |f:3.4|. Procedure details: A mixture of 6-methyl-5-(4-formylpiperazin-1-ylmethyl)-4-(3-nitrophenyl)-2-phenylpyrimidine (4.5 g) and hydrochloric acid (2 ml) in methyl alcohol (45 ml) was stirred at 10° C. for 2 hours. The resulting precipitates were collected by filtration, washed with methyl alcohol and dried in vacuo to give 6-methyl-5-(4-formylpiperazin-1-ylmethyl)-4-(3-nitrophenyl)-2-phenylpyrimidine hydrochloride (4.14 g). The reactants are FC(C(=O)[O-])(F)F.C(#N)C=C1CC[NH2+]CC1 (4-(Cyanomethylidene)piperidinium trifluoroacetate), TEA, FC(CO)(F)F (2,2,2-Trifluoroethanol), TEA, C1CC(=O)N(C1=O)OC(=O)ON2C(=O)CCC2=O (N,N-disuccinimidyl carbonate). Run in CCOC(=O)C (EtOAc), CS(=O)C (DMSO), C(C)#N (acetonitrile). Run at time 90 minute. Yields the product C(#N)C=C1CCN(CC1)C(=O)OCC(F)(F)F (2,2,2-Trifluoroethyl 4-(cyanomethylene)piperidine-1-carboxylate). RXN SMILES: [F:1][C:2]([F:6])([F:5])[CH2:3][OH:4].C1C(=O)N(OC(ON2C(=O)CCC2=O)=O)C(=O)C1.FC(F)(F)[C:27]([O-:29])=O.[C:32]([CH:34]=[C:35]1[CH2:40][CH2:39][NH2+:38][CH2:37][CH2:36]1)#[N:33]>C(#N)C.CS(C)=O.CCOC(C)=O>[C:32]([CH:34]=[C:35]1[CH2:40][CH2:39][N:38]([C:27]([O:4][CH2:3][C:2]([F:6])([F:5])[F:1])=[O:29])[CH2:37][CH2:36]1)#[N:33] |f:2.3|. Procedure: 2,2,2-Trifluoroethanol (1.6 mL, 22 mmol) and TEA (6.2 mL, 45 mmol) were dissolved in acetonitrile (200 mL). N,N-disuccinimidyl carbonate (8.6 g, 34 mmol) was added and the resulting mixture was stirred at ambient temperature for 90 minutes. 4-(Cyanomethylidene)piperidinium trifluoroacetate (5.3 g, 23 mmol) in DMSO (10 mL) was then added, followed by TEA (6.2 mL, 45 mmol). The resulting mixture was stirred at 50° C. for 16 hours. The reaction mixture was cooled to ambient temperature, diluted wit... The reactants are ClCCl, O=C(NC1(CO)CCOCC1)OCc1ccccc1. Yields the product COCC1(NC(=O)OCc2ccccc2)CCOCC1. RXN SMILES: [Cl:20][CH2:21][Cl:22].[OH:1][CH2:2][C:3]1([NH:9][C:10]([O:11][CH2:12][c:13]2[cH:14][cH:15][cH:16][cH:17][cH:18]2)=[O:19])[CH2:4][CH2:5][O:6][CH2:7][CH2:8]1>>[O:1]([CH2:2][C:3]1([NH:9][C:10]([O:11][CH2:12][c:13]2[cH:14][cH:15][cH:16][cH:17][cH:18]2)=[O:19])[CH2:4][CH2:5][O:6][CH2:7][CH2:8]1)[CH3:21].